The task is: describe an organic reaction: reactants, conditions, products, and yield. This data is from the Open Reaction Database (ORD), a public repository of structured organic reaction records. Starting materials: CC(=O)CC(C)C, OC(c1ccccc1)(c1ccccc1)c1ccccc1Cl, c1ccc(OP(Oc2ccccc2)Oc2ccccc2)cc1, c1c[nH]cn1. Product: Clc1ccccc1C(c1ccccc1)(c1ccccc1)n1ccnc1. Reaction SMILES: [CH2:49]([C:50]([CH3:51])=[O:52])[CH:53]([CH3:54])[CH3:55].[Cl:28][c:29]1[c:30]([C:35]([OH:36])([c:37]2[cH:38][cH:39][cH:40][cH:41][cH:42]2)[c:43]2[cH:44][cH:45][cH:46][cH:47][cH:48]2)[cH:31][cH:32][cH:33][cH:34]1.[P:1]([O:2][c:3]1[cH:4][cH:5][cH:6][cH:7][cH:8]1)([O:9][c:10]1[cH:11][cH:12][cH:13][cH:14][cH:15]1)[O:16][c:17]1[cH:18][cH:19][cH:20][cH:21][cH:22]1.[nH:23]1[cH:24][n:25][cH:26][cH:27]1>>[n:23]1([C:35]([c:30]2[c:29]([Cl:28])[cH:34][cH:33][cH:32][cH:31]2)([c:37]2[cH:38][cH:39][cH:40][cH:41][cH:42]2)[c:43]2[cH:44][cH:45][cH:46][cH:47][cH:48]2)[cH:24][n:25][cH:26][cH:27]1. The reactants are I(=O)(=O)(=O)[O-].[Na+] (Sodium periodate), C(C=C)C1(C(N(C2=C1N=C(N=C2N2CCOCC2)Cl)C)=O)C (7-allyl-2-chloro-5,7-dimethyl-4-morpholino-5H-pyrrolo[3,2-d]pyrimidin-6(7H)-one), C[N+]1(CCOCC1)[O-] (N-methylmorpholine N-oxide), S(=O)([O-])[O-].[Na+].[Na+] (Sodium sulfite). Reagents/catalysts: [Os](=O)(=O)(=O)=O (osmium tetraoxide). The solvent is C(CCC)O (butanol), C1CCOC1 (THF), O (water), C(C)(=O)OCC (ethyl acetate), O (water). Reaction conditions: time 16 hour. Yields the product ClC=1N=C(C2=C(N1)C(C(N2C)=O)(C)CC=O)N2CCOCC2 (2-(2-chloro-5,7-dimethyl-4-morpholino-6-oxo-6,7-dihydro-5H-pyrrolo[3,2-d]pyrimidin-7-yl)acetaldehyde). Yield: 99.0%. RXN SMILES: [CH2:1]([C:4]1([CH3:22])[C:8]2[N:9]=[C:10]([Cl:19])[N:11]=[C:12]([N:13]3[CH2:18][CH2:17][O:16][CH2:15][CH2:14]3)[C:7]=2[N:6]([CH3:20])[C:5]1=[O:21])[CH:2]=C.C[N+]1([O-])CC[O:27]CC1.S([O-])([O-])=O.[Na+].[Na+].I([O-])(=O)(=O)=O.[Na+]>C1COCC1.O.C(OCC)(=O)C.[Os](=O)(=O)(=O)=O.C(O)CCC>[Cl:19][C:10]1[N:11]=[C:12]([N:13]2[CH2:14][CH2:15][O:16][CH2:17][CH2:18]2)[C:7]2[N:6]([CH3:20])[C:5](=[O:21])[C:4]([CH2:1][CH:2]=[O:27])([CH3:22])[C:8]=2[N:9]=1 |f:2.3.4,5.6|. Reported procedure: To a stirred solution of 7-allyl-2-chloro-5,7-dimethyl-4-morpholino-5H-pyrrolo[3,2-d]pyrimidin-6(7H)-one (80.0 mg, 0.25 mmol) in anhydrous THF (3.0 m) and water (1.0 mL) cooled to 0° C. was added N-methylmorpholine N-oxide (34.8 mg, 0.29 mmol), followed by 2.5% osmium tetraoxide in tent-butanol. (0.033 mL, 0.025 mmol). The reaction mixture was stirred at ambient temperature under N2 for 16 h. Sodium sulfite (312.4 mg, 2.48 mmol) was then added, and the reaction mixture was stirred at RT for 20 m... Starting materials: C(#N)CC=1N=C(SC1)C1=CC=C(C=C1)Br (4-(4-cyanomethyl thiazol-2-yl)-bromobenzene), C[Sn](C1=C(C=C(C=C1)N1CO[C@H](C1)CC(C(=O)N)=O)F)(C)C ((S)-3-(4-trimethylstannyl-3-fluorophenyl)-2-oxo-5-oxazolidinylmethyl acetamide). Product: C(#N)CC=1N=C(SC1)C1=CC=C(C=C1)C1=C(C=C(C=C1)N1CO[C@H](C1)CC(C(=O)N)=O)F ((S)-3-(4-(4-(4-cyanomethyl thiazol-2-yl)phenyl)-3-fluorophenyl)-2-oxo-5-oxazolidinylmethyl acetamide). Reaction SMILES: [C:1]([CH2:3][C:4]1[N:5]=[C:6]([C:9]2[CH:14]=[CH:13][C:12](Br)=[CH:11][CH:10]=2)[S:7][CH:8]=1)#[N:2].C[Sn](C)(C)[C:18]1[CH:23]=[CH:22][C:21]([N:24]2[CH2:28][C@H:27]([CH2:29][C:30](=[O:34])[C:31]([NH2:33])=[O:32])[O:26][CH2:25]2)=[CH:20][C:19]=1[F:35]>>[C:1]([CH2:3][C:4]1[N:5]=[C:6]([C:9]2[CH:14]=[CH:13][C:12]([C:18]3[CH:23]=[CH:22][C:21]([N:24]4[CH2:28][C@H:27]([CH2:29][C:30](=[O:34])[C:31]([NH2:33])=[O:32])[O:26][CH2:25]4)=[CH:20][C:19]=3[F:35])=[CH:11][CH:10]=2)[S:7][CH:8]=1)#[N:2]. Procedure: The same procedure as in Example 1 was conducted, except for adding 4-(4-cyanomethyl thiazol-2-yl)-bromobenzene and using (S)-3-(4-trimethylstannyl-3-fluorophenyl)-2-oxo-5-oxazolidinylmethyl acetamide as a starting material, to obtain the title compound. Product: c1ccc(COCC2CC3(CO3)O2)cc1. Starting materials: C=C1CC(COCc2ccccc2)O1, CC1(C)OO1, ClCCl. RXN SMILES: [CH2:1]([c:2]1[cH:3][cH:4][cH:5][cH:6][cH:7]1)[O:8][CH2:9][CH:10]1[CH2:11][C:12](=[CH2:14])[O:13]1.[CH3:15][C:16]1([CH3:18])[O:17][O:19]1.[Cl:20][CH2:21][Cl:22]>>[CH2:1]([c:2]1[cH:3][cH:4][cH:5][cH:6][cH:7]1)[O:8][CH2:9][CH:10]1[CH2:11][C:12]2([O:13]1)[CH2:14][O:17]2. Reactants: FC=1C=C(C=NC1)O (5-fluoro-3-pyridinol), OO (hydrogen peroxide). Run in C(C)(=O)O (acetic acid). Reaction conditions: temperature 70 celsius, time 15 hour. The product is FC=1C=C(C=[N+](C1)[O-])O (5-Fluoro-3-pyridinol N-oxide), powder. The yield is 55.0%. As a reaction SMILES: [F:1][C:2]1[CH:3]=[C:4]([OH:8])[CH:5]=[N:6][CH:7]=1.[OH:9]O>C(O)(=O)C>[F:1][C:2]1[CH:3]=[C:4]([OH:8])[CH:5]=[N+:6]([O-:9])[CH:7]=1. Procedure: A solution of 1.5 g (13.26 mmol) of 5-fluoro-3-pyridinol in 8 ml of acetic acid is heated to 70° C. and 1.25 ml (14.6 mmol) of 35% hydrogen peroxide are added gradually. The reaction mixture is stirred for 15 hours at 70° C. and then concentrated under reduced pressure; 50 ml of cold water are added to the evaporation residue and the mixture is stirred for 1 hour. The precipitate obtained is filtered off, rinsed with water and with a minimum amount of cold ethyl acetate on the filter and then dr... The reactants are O1C(CCCC1)OCC1=C(C(=C(C(=C1F)F)CC1C(C1)(Cl)Cl)F)F (4-[(2,2-dichlorocyclopropyl)methyl]-2,3,5,6-tetrafluorobenzyl tetrahydropyran-2-yl ether). The solvent is CO (methanol), Cl (hydrochloric acid). Product: ClC1(C(C1)CC1=C(C(=C(CO)C(=C1F)F)F)F)Cl (4-[(2,2-dichlorocyclopropyl)methyl]-2,3,5,6-tetrafluorobenzyl alcohol). Yield: 79.8%. RXN SMILES: O1CCCCC1[O:7][CH2:8][C:9]1[C:14]([F:15])=[C:13]([F:16])[C:12]([CH2:17][CH:18]2[CH2:20][C:19]2([Cl:22])[Cl:21])=[C:11]([F:23])[C:10]=1[F:24]>CO.Cl>[Cl:22][C:19]1([Cl:21])[CH2:20][CH:18]1[CH2:17][C:12]1[C:11]([F:23])=[C:10]([F:24])[C:9]([CH2:8][OH:7])=[C:14]([F:15])[C:13]=1[F:16]. Procedure details: 4-[(2,2-dichlorocyclopropyl)methyl]-2,3,5,6-tetrafluorobenzyl tetrahydropyran-2-yl ether (0.240 g) was heated at the reflux temperature for 3 hours in a mixture of methanol (5 cm3) and 2 M hydrochloric acid (1 cm3). The solvent was evaporated under reduced pressure and water removed azeotropically from the sample by heating with toluene (2×10 cm3). The title product (0.15 g) was obtained as an orange oil.